From a dataset of the Open Reaction Database (ORD), a public repository of structured organic reaction records. describe an organic reaction: reactants, conditions, products, and yield Reactants: O=[Ag], CCO, Clc1nc(Cl)c(Cl)c(Cl)c1Cl, NNc1c(Cl)c(Cl)nc(Cl)c1Cl, [Cu+2], NN, NNc1ccccn1, O, O=S(=O)([O-])[O-]. The product is Clc1cnc(Cl)c(Cl)c1Cl. RXN SMILES: [Ag:44]=[O:45].[CH3:35][CH2:36][OH:37].[Cl:1][c:2]1[c:3]([Cl:11])[c:4]([Cl:10])[c:5]([Cl:9])[c:6]([Cl:8])[n:7]1.[Cl:23][c:24]1[n:25][c:26]([Cl:27])[c:28]([Cl:29])[c:30]([NH:31][NH2:32])[c:33]1[Cl:34].[Cu+2:43].[NH2:13][NH2:14].[NH:15]([c:16]1[cH:17][cH:18][cH:19][cH:20][n:21]1)[NH2:22].[OH2:12].[S:38]([O-:39])([O-:40])(=[O:41])=[O:42]>>[cH:2]1[c:3]([Cl:11])[c:4]([Cl:10])[c:5]([Cl:9])[c:6]([Cl:8])[n:7]1.